Dataset: the Open Reaction Database (ORD), a public repository of structured organic reaction records. Task: describe an organic reaction: reactants, conditions, products, and yield Reactants: O (water), BrC=1C=C2C(=C(C=NC2=CC1)C(=O)N)Cl (6-bromo-4-chloroquinoline-3-carboxamide), O1CCC(CC1)N (tetrahydro-2H-pyran-4-amine), CCN(C(C)C)C(C)C (DIPEA). The solvent is CC(=O)N(C)C (DMA). Run at temperature 90 celsius, time 8 hour. Product: BrC=1C=C2C(=C(C=NC2=CC1)C(=O)N)NC1CCOCC1 (6-bromo-4-(oxan-4-ylamino)quinoline-3-carboxamide). Yield: 93.3%. As a reaction SMILES: [Br:1][C:2]1[CH:3]=[C:4]2[C:9](=[CH:10][CH:11]=1)[N:8]=[CH:7][C:6]([C:12]([NH2:14])=[O:13])=[C:5]2Cl.[O:16]1[CH2:21][CH2:20][CH:19]([NH2:22])[CH2:18][CH2:17]1.CCN(C(C)C)C(C)C.O>CC(N(C)C)=O>[Br:1][C:2]1[CH:3]=[C:4]2[C:9](=[CH:10][CH:11]=1)[N:8]=[CH:7][C:6]([C:12]([NH2:14])=[O:13])=[C:5]2[NH:22][CH:19]1[CH2:20][CH2:21][O:16][CH2:17][CH2:18]1. Procedure details: A mixture of 6-bromo-4-chloroquinoline-3-carboxamide (50 g, 175.4 mmol), tetrahydro-2H-pyran-4-amine (26.2 g, 193 mmol) and DIPEA (56.13 mL, 438.5 mmol) in DMA (500 mL) was stirred at 90° C. overnight. The mixture was allowed to cool and poured into water (1500 mL). The precipitate was filtered, washed with water (2×200 mL) and dried under reduced pressure to afford the desired material (57.3 g, 93%) as a white solid. NMR Spectrum: 1H NMR (400 MHz, DMSO-d6) δ 2.88-1.92 (2H, m), 2.59-2.78 (2H, m)... Yield: 74.1%. Reactants: C[C@H]1[C@H](C(COS(=O)(=O)C2=CC=C(C=C2)Br)=O)[C@]2(CC=C3[C@]4(C=CC(C=C4CC[C@H]3[C@@H]2C1)=O)C)C (16α-Methyl-21-(4-bromobenzenesulfonyloxy)-pregna-1,4,9(11)-triene-3,20-dione), CC(CNC1=NC(=CC(=N1)N1CCNCC1)N1CCCC1)(C)C (2-(2,2-dimethylpropylamino)-4-(1-piperazinyl)-6-pyrrolidinopyrimidine). RXN SMILES: [CH3:1][C@@H:2]1[CH2:32][C@@H:31]2[C@:18]([CH3:35])([CH2:19][CH:20]=[C:21]3[C@H:30]2[CH2:29][CH2:28][C:27]2[C@:22]3([CH3:34])[CH:23]=[CH:24][C:25](=[O:33])[CH:26]=2)[C@H:3]1[C:4](=[O:17])[CH2:5]OS(C1C=CC(Br)=CC=1)(=O)=O.[CH3:36][C:37]([CH3:58])([CH3:57])[CH2:38][NH:39][C:40]1[N:45]=[C:44]([N:46]2[CH2:51][CH2:50][NH:49][CH2:48][CH2:47]2)[CH:43]=[C:42]([N:52]2[CH2:56][CH2:55][CH2:54][CH2:53]2)[N:41]=1>>[CH3:36][C:37]([CH3:58])([CH3:57])[CH2:38][NH:39][C:40]1[N:45]=[C:44]([N:46]2[CH2:51][CH2:50][N:49]([CH2:5][C:4](=[O:17])[C@@H:3]3[C@:18]4([CH3:35])[C@H:31]([C@H:30]5[C:21](=[CH:20][CH2:19]4)[C@:22]4([CH3:34])[C:27](=[CH:26][C:25](=[O:33])[CH:24]=[CH:23]4)[CH2:28][CH2:29]5)[CH2:32][C@H:2]3[CH3:1])[CH2:48][CH2:47]2)[CH:43]=[C:42]([N:52]2[CH2:56][CH2:55][CH2:54][CH2:53]2)[N:41]=1. Procedure: 16α-Methyl-21-(4-bromobenzenesulfonyloxy)-pregna-1,4,9(11)-triene-3,20-dione is reacted with 2-(2,2-dimethylpropylamino)-4-(1-piperazinyl)-6-pyrrolidinopyrimidine as described in Example 13 to obtain the title compound in a yield of 74.1%, m.p.:130° C. Product: CC(CNC1=NC(=CC(=N1)N1CCN(CC1)CC([C@H]1[C@@H](C[C@H]2[C@@H]3CCC4=CC(C=C[C@]4(C)C3=CC[C@]12C)=O)C)=O)N1CCCC1)(C)C (21-{4-[2-(2,2-dimethylpropylamino)-6-pyrrolodino-4-pirimidinyl]-1-piperazinyl }-16α-methylpregna-1,4,9(11)-triene-3,20-dione). Starting materials: COC(C(C1=C(C=C(C=C1)OCCOC1=CC2=CC=CC=C2C=C1)C)=O)=O (2-methyl-4-[2-(2-naphthalenyloxy)ethoxy]-alpha-oxobenzeneacetic acid methyl ester), [OH-].[Na+] (sodium hydroxide). Run in CO (methanol), O1CCCC1 (tetrahydrofuran), O (water). Yields the product CC1=C(C=CC(=C1)OCCOC1=CC2=CC=CC=C2C=C1)C(C(=O)O)=O (2-methyl-4-[2-(2-naphthalenyloxy)ethoxy]-alpha-oxobenzeneacetic acid). Yield: 90.1%. As a reaction SMILES: C[O:2][C:3](=[O:27])[C:4](=[O:26])[C:5]1[CH:10]=[CH:9][C:8]([O:11][CH2:12][CH2:13][O:14][C:15]2[CH:24]=[CH:23][C:22]3[C:17](=[CH:18][CH:19]=[CH:20][CH:21]=3)[CH:16]=2)=[CH:7][C:6]=1[CH3:25].[OH-].[Na+]>CO.O1CCCC1.O>[CH3:25][C:6]1[CH:7]=[C:8]([O:11][CH2:12][CH2:13][O:14][C:15]2[CH:24]=[CH:23][C:22]3[C:17](=[CH:18][CH:19]=[CH:20][CH:21]=3)[CH:16]=2)[CH:9]=[CH:10][C:5]=1[C:4](=[O:26])[C:3]([OH:27])=[O:2] |f:1.2|. Reported procedure: A solution of 2-methyl-4-[2-(2-naphthalenyloxy)ethoxy]-alpha-oxobenzeneacetic acid methyl ester (0.6 g) in warm methanol (10 mL) and tetrahydrofuran (10 mL) was treated with 1N sodium hydroxide (2 mL) and after 10 minutes the mixture was diluted with water and concentrated to remove the organic solvents. The residue was acidified with excess hydrochloric acid and extracted with dichloromethane containing a little tetrahydrofuran. The organic layer was washed with water, dried (Na2SO4), filtered ... Reactants: CN1CCOCC1 (N-methylmorpholine), CN1CCOCC1 (N-methylmorpholine), C(C1=CC=CC=C1)OC(=O)Cl (benzylchloroformate), CC(C)(OC(=O)N[C@@H](CC1=C(C=C(C=C1C)O)C)C(=O)N[C@H](C)C(=O)NCCCC1=CC=CC=C1)C (N[(1,1-dimethylethoxy)carbonyl]-2,6-dimethyl-L-tyrosyl-N-(3-phenylpropyl)-D-alaninamide), C(C1=CC=CC=C1)OC(=O)Cl (Benzylchloroformate), CCCCCC (hexane). Run in C(Cl)Cl (CH2Cl2). Reaction conditions: temperature -20 celsius. The product is CC(C)(OC(=O)N[C@@H](CC1=C(C=C(C=C1C)OC(=O)OCC1=CC=CC=C1)C)C(=O)N[C@H](C)C(=O)NCCCC1=CC=CC=C1)C (N-[(1,1-dimethylethoxy)carbonyl]-2,6-dimethyl-O-[(phenylmethoxy)carbonyl]-L-tyrosyl-N-(3-phenylpropyl)-D-alaninamide). Isolated yield 98.1%. Reaction SMILES: [CH3:1][C:2]([CH3:36])([O:4][C:5]([NH:7][C@H:8]([C:19]([NH:21][C@@H:22]([C:24]([NH:26][CH2:27][CH2:28][CH2:29][C:30]1[CH:35]=[CH:34][CH:33]=[CH:32][CH:31]=1)=[O:25])[CH3:23])=[O:20])[CH2:9][C:10]1[C:15]([CH3:16])=[CH:14][C:13]([OH:17])=[CH:12][C:11]=1[CH3:18])=[O:6])[CH3:3].CN1CCOCC1.[CH2:44]([O:51][C:52](Cl)=[O:53])[C:45]1[CH:50]=[CH:49][CH:48]=[CH:47][CH:46]=1.CCCCCC>C(Cl)Cl>[CH3:36][C:2]([CH3:1])([O:4][C:5]([NH:7][C@H:8]([C:19]([NH:21][C@@H:22]([C:24]([NH:26][CH2:27][CH2:28][CH2:29][C:30]1[CH:31]=[CH:32][CH:33]=[CH:34][CH:35]=1)=[O:25])[CH3:23])=[O:20])[CH2:9][C:10]1[C:15]([CH3:16])=[CH:14][C:13]([O:17][C:52]([O:51][CH2:44][C:45]2[CH:50]=[CH:49][CH:48]=[CH:47][CH:46]=2)=[O:53])=[CH:12][C:11]=1[CH3:18])=[O:6])[CH3:3]. Procedure: To N[(1,1-dimethylethoxy)carbonyl]-2,6-dimethyl-L-tyrosyl-N-(3-phenylpropyl)-D-alaninamide (1.0 g, 2.0 mmol) dissolved in 75 ml of CH2Cl2 and cooled to -20° C. was added 264 mg (0.3 mmol) of N-methylmorpholine. The reaction was then cooled to -78° C. and maintained under an argon atmosphere. Benzylchloroformate (445 mg, 2.5 mmol) was then added to the stirred reaction mixture. The reaction was allowed to slowly warm to room temperature an stir overnight. The mixture was then filtered and the fil... Product: CCCCCCCNCc1ccc(CCCC)cc1. RXN SMILES: [BH3:26].[CH2:1]([CH2:2][CH2:3][CH2:4][CH2:5][CH2:6][CH3:7])[NH:8][C:9]([c:10]1[cH:11][cH:12][c:13]([CH2:16][CH2:17][CH2:18][CH3:19])[cH:14][cH:15]1)=[O:20].[ClH:27].[O:21]1[CH2:22][CH2:23][CH2:24][CH2:25]1.[O:28]1[CH2:29][CH2:30][CH2:31][CH2:32]1>>[CH2:1]([CH2:2][CH2:3][CH2:4][CH2:5][CH2:6][CH3:7])[NH:8][CH2:9][c:10]1[cH:11][cH:12][c:13]([CH2:16][CH2:17][CH2:18][CH3:19])[cH:14][cH:15]1. Reactants: B, CCCCCCCNC(=O)c1ccc(CCCC)cc1, Cl, C1CCOC1, C1CCOC1.